Dataset: the Open Reaction Database (ORD), a public repository of structured organic reaction records. Task: describe an organic reaction: reactants, conditions, products, and yield The reactants are CC1(CC(CCC1)=C(C(=O)OCC)C)C (ethyl 2-(3,3-dimethyl-cyclohexylidene)propionate), [OH-].[Na+] (NaOH). Solvent: CCO.O (EtOH water). Yields the product CC1(CC(CCC1)=C(C(=O)O)C)C (2-(3,3-dimethylcyclohexylidene)propionic acid). Yield: 94.4%. RXN SMILES: [CH3:1][C:2]1([CH3:15])[CH2:7][CH2:6][CH2:5][C:4](=[C:8]([CH3:14])[C:9]([O:11]CC)=[O:10])[CH2:3]1.[OH-].[Na+]>CCO.O>[CH3:1][C:2]1([CH3:15])[CH2:7][CH2:6][CH2:5][C:4](=[C:8]([CH3:14])[C:9]([OH:11])=[O:10])[CH2:3]1 |f:1.2,3.4|. Reported procedure: A solution of triethyl 2-phosphonopropionate (79.8 g, 335 mmol) in 1,2-dimethoxy-ethane (70 ml) was added dropwise within 30 min to a stirred suspension of 95% NaH (7.54 g, 300 mmol) in 1,2-dimethoxyethane (350 ml). The reaction mixture was heated to reflux, and 3,3-dimethylcyclohexanone (63.0 g, 500 mmol) was added during a period of 5 min. After refluxing for 15 h, the reaction mixture was poured onto crushed ice (600 g), acidified to pH 5 by addition of AcOH (ca. 18 ml, 315 mmol), and extract... Starting materials: ClC1=C(C(=CC(=C1)CNC(=NC(CC1=CNC2=CC=C(C=C12)OC)=O)N)Cl)NC(C)=O (N-(2,6-Dichloro-4-{N′-[2-(5-methoxy-1H-indol-3-yl)-acetyl]-guanidinomethyl}-phenyl)-acetamide), C(C)(=O)NC1=C(C=C(CN)C=C1Cl)Cl (4-acetamido-3,5-dichloro-benzylamine), ( B ), FC=1C=C2C(=CNC2=CC1)CC(=O)O (2-(5-fluoro-1H-indol-3-yl)acetic acid), ( A ), 449.95. Yields the product ClC1=C(C(=CC(=C1)CNC(=NC(CC1=CNC2=CC=C(C=C12)F)=O)N)Cl)NC(C)=O (N-(2,6-Dichloro-4-{N′-[2-(5-fluoro-1H-indol-3-yl)-acetyl]-guanidinomethyl}-phenyl)-acetamide). As a reaction SMILES: [Cl:1][C:2]1[CH:7]=[C:6]([CH2:8][NH:9][C:10]([NH2:26])=[N:11][C:12](=[O:25])[CH2:13][C:14]2[C:22]3[C:17](=[CH:18][CH:19]=[C:20](OC)[CH:21]=3)[NH:16][CH:15]=2)[CH:5]=[C:4]([Cl:27])[C:3]=1[NH:28][C:29](=[O:31])[CH3:30].[F:32]C1C=C2C(=CC=1)NC=C2CC(O)=O.C(NC1C(Cl)=CC(CN)=CC=1Cl)(=O)C>>[Cl:1][C:2]1[CH:7]=[C:6]([CH2:8][NH:9][C:10]([NH2:26])=[N:11][C:12](=[O:25])[CH2:13][C:14]2[C:22]3[C:17](=[CH:18][CH:19]=[C:20]([F:32])[CH:21]=3)[NH:16][CH:15]=2)[CH:5]=[C:4]([Cl:27])[C:3]=1[NH:28][C:29](=[O:31])[CH3:30]. Procedure: In a manner similar to that used in the preparation of the compound of example 2, but using 2-(5-fluoro-1H-indol-3-yl)acetic acid in step 12 (A) and 4-acetamido-3,5-dichloro-benzylamine (preparation B) in step 12 (B), the title compound was prepared. MS (ESI) (M+H)+=449.95 1H-NMR (500 MHz, CD3OD) δ 7.45 (s, 2 H), 7.32-7.41 (m, 2 H), 7.24 (dd, J=9.77, 2.44 Hz, 1 H), 6.84-7.02 (m, 1 H), 4.54 (s, 2 H), 3.95 (s, 2 H), 2.19 (s, 3 H). The reactants are IC1CN(C1)C(=O)OC(C)(C)C (tert-butyl 3-iodoazetidine-1-carboxylate), C(#N)C1=CC=C(C=C1)B(O)O ((4-cyanophenyl)boronic acid), Cl.N[C@H]1[C@@H](CCCC1)O (trans-2-aminocyclohexanol hydrochloride), C[Si](N[Si](C)(C)C)(C)C.[Na] (sodium hexamethyldisilazane). Reagents/catalysts: [Ni](I)I (nickel (II) iodide). Reaction conditions: time 10 minute. Product: C(#N)C1=CC=C(C=C1)C1CN(C1)C(=O)OC(C)(C)C (t-Butyl 3-(4-cyanophenyl)azetidine-1-carboxylate). RXN SMILES: [C:1]([C:3]1[CH:8]=[CH:7][C:6](B(O)O)=[CH:5][CH:4]=1)#[N:2].Cl.N[C@@H]1CCCC[C@H]1O.C[Si](C)(C)N[Si](C)(C)C.[Na].I[CH:32]1[CH2:35][N:34]([C:36]([O:38][C:39]([CH3:42])([CH3:41])[CH3:40])=[O:37])[CH2:33]1>[Ni](I)I>[C:1]([C:3]1[CH:8]=[CH:7][C:6]([CH:32]2[CH2:33][N:34]([C:36]([O:38][C:39]([CH3:42])([CH3:41])[CH3:40])=[O:37])[CH2:35]2)=[CH:5][CH:4]=1)#[N:2] |f:1.2,3.4,^1:29|. Procedure details: A modified procedure to that described in Org. Lett. 2008, 10, 3259 was performed as follows. To a 20-mL vial was added (4-cyanophenyl)boronic acid (1.01 g, 6.87 mmol), trans-2-aminocyclohexanol hydrochloride (32 mg, 0.21 mmol), nickel (II) iodide (66 mg, 0.21 mmol) and sodium hexamethyldisilazane (1.29 g, 7.06 mmol). The system was purged with nitrogen and charged with isopropyl alcohol (7 mL). The mixture was stirred at room temperature for 10 minutes then sonicated for 1 min. While stirring, ... The reactants are C(C1=CC=CC=C1)=O (benzaldehyde), NC1=NC=CC=C1C (2-amino-3-picoline), C(C1=CC=CC=C1)(=O)O (bezoic acid), C=CCCCC (1-hexene), C1(=CC=CC=C1)C (toluene), amines, Rh(PPh3)3Cl. Conditions: temperature 130 celsius, time 2.5 minute. Product: C(CCCCCC)(=O)C1=CC=CC=C1 (heptanophenone). Reaction SMILES: [CH:1](=[O:8])[C:2]1[CH:7]=[CH:6][CH:5]=[CH:4][CH:3]=1.NC1C(C)=CC=CN=1.C(O)(=O)[C:18]1[CH:23]=[CH:22][CH:21]=[CH:20][CH:19]=1.C=CCCCC.C1(C)C=CC=CC=1>>[C:1]([C:2]1[CH:7]=[CH:6][CH:5]=[CH:4][CH:3]=1)(=[O:8])[CH2:22][CH2:23][CH2:18][CH2:19][CH2:20][CH3:21]. Reported procedure: Under the same reaction procedure and conditions as in Example 1 (benzaldehyde 0.5 mmol, 2-amino-3-picoline 0.1 mmol, bezoic acid 0.03 mmol, 1-hexene 2.5 mmol, toluene 0.87 mmol), various kinds of amines 0.3 mmol as shown in the following table 5, were added to each 500 ml pressure reactor. The mixture was stirred at normal temperature for 2-3 minutes and then combined with Rh(PPh3)3Cl 0.01 mmol. While the reactor was stopped with a stopper, the reactants were heated at 130° C. for 1 hour with s... Reactants: C(C)(C)(C)OC(=O)NCCC1=NC=CC=C1 (N-t-butoxycarbonyl 2-(pyrid-2-yl) ethylamine). The reagents and catalysts are O=[Pt]=O (PtO2). The solvent is CC(=O)O (HOAc). Reaction conditions: time 8 hour. Yields the product C(C)(C)(C)OC(=O)NCCC1NCCCC1 (N-t-butoxycarbonyl 2-(piperidin-2-yl) ethylamine). RXN SMILES: [C:1]([O:5][C:6]([NH:8][CH2:9][CH2:10][C:11]1[CH:16]=[CH:15][CH:14]=[CH:13][N:12]=1)=[O:7])([CH3:4])([CH3:3])[CH3:2]>CC(O)=O.O=[Pt]=O>[C:1]([O:5][C:6]([NH:8][CH2:9][CH2:10][CH:11]1[CH2:16][CH2:15][CH2:14][CH2:13][NH:12]1)=[O:7])([CH3:4])([CH3:2])[CH3:3]. Procedure details: The product from step A was mixed with PtO2 (640 mg) in HOAc (30 mL) and hydrogenation was carried out at 58 psi on a Parr apparatus for overnight. Catalyst was removed and solvent was evaporated under reduced pressure to give N-t-butoxycarbonyl 2-(piperidin-2-yl) ethylamine as a black liquid.